This data is from the Open Reaction Database (ORD), a public repository of structured organic reaction records. The task is: describe an organic reaction: reactants, conditions, products, and yield The reactants are CC(C)=O, CC1(c2cnc(CCl)o2)OCCO1, [K+], [K+], O=[N+]([O-])c1ccn[nH]1, O=C([O-])[O-]. The product is CC1(c2cnc(Cn3ccc([N+](=O)[O-])n3)o2)OCCO1. Reaction SMILES: [CH3:28][C:29](=[O:30])[CH3:31].[Cl:1][CH2:2][c:3]1[o:4][c:5]([C:8]2([CH3:13])[O:9][CH2:10][CH2:11][O:12]2)[cH:6][n:7]1.[K+:22].[K+:23].[N+:14](=[O:15])([O-:16])[c:17]1[cH:18][cH:19][n:20][nH:21]1.[O-:24][C:25]([O-:26])=[O:27]>>[CH2:2]([c:3]1[o:4][c:5]([C:8]2([CH3:13])[O:9][CH2:10][CH2:11][O:12]2)[cH:6][n:7]1)[n:20]1[cH:19][cH:18][c:17]([N+:14](=[O:15])[O-:16])[n:21]1. The reactants are C(C)(=O)[O-].[Na+] (sodium acetate), COC(C1N(CC(C1)=O)C(=O)OC)=O (racemic N-(methoxycarbonyl)-4-keto-D,L-proline methyl ester). Run in aqueous solution. Conditions: temperature 25 celsius, time 24 hour. Product: COC([C@@H]1N(CC(C1)=O)C(=O)OC)=O (N-(methoxycarbonyl)-4-keto-D-proline methyl ester). Reaction SMILES: C([O-])(=O)C.[Na+].[CH3:6][O:7][C:8](=[O:19])[CH:9]1[CH2:13][C:12](=[O:14])[CH2:11][N:10]1[C:15]([O:17][CH3:18])=[O:16]>>[CH3:6][O:7][C:8](=[O:19])[C@H:9]1[CH2:13][C:12](=[O:14])[CH2:11][N:10]1[C:15]([O:17][CH3:18])=[O:16] |f:0.1|. Procedure: A 200 mL aqueous solution containing 0.200M sodium acetate (pH 5.0), 1.3325 g of Candida antartica lipase fraction B, and 4.02 g of racemic N-(methoxycarbonyl)-4-keto-D,L-proline methyl ester (100 mM) was stirred at 25° C. After 24 h, an 96% enantiomeric excess of N-(methoxycarbonyl)-4-keto-D-proline methyl ester was obtained at 50% conversion of the racemic mixture. The reaction mixture was filtered using a 10,000 MWCO membrane filter (Amicon) to remove the enzyme catalyst, and the filtrate ext...